From a dataset of the Open Reaction Database (ORD), a public repository of structured organic reaction records. describe an organic reaction: reactants, conditions, products, and yield Starting materials: [BH4-].[Na+] (sodium borohydride), ClC1=C(C=O)C=CC(=C1)OC1OCCCC1 (2-chloro-4-(tetrahydro-pyran-2-yloxy)-benzaldehyde), N1(CCCC1)CCOC1=CC=C(C=C1)N (4-(2-pyrrolidin-1-yl-ethoxy)-phenylamine), S(=O)(=O)([O-])[O-].[Mg+2] (magnesium sulfate). Run in CO (methanol), C(Cl)Cl (methylene chloride). Reaction conditions: time 8 hour. Yields the product ClC1=C(CNC2=CC=C(C=C2)OCCN2CCCC2)C=CC(=C1)OC1OCCCC1 ([2-Chloro-4-(tetrahydro-pyran-2-yloxy)-benzyl]-[4-(2-pyrrolidin-1-yl-ethoxy)-phenyl]-amine). Yield: 71.3%. Reaction SMILES: [Cl:1][C:2]1[CH:9]=[C:8]([O:10][CH:11]2[CH2:16][CH2:15][CH2:14][CH2:13][O:12]2)[CH:7]=[CH:6][C:3]=1[CH:4]=O.[N:17]1([CH2:22][CH2:23][O:24][C:25]2[CH:30]=[CH:29][C:28]([NH2:31])=[CH:27][CH:26]=2)[CH2:21][CH2:20][CH2:19][CH2:18]1.S([O-])([O-])(=O)=O.[Mg+2].[BH4-].[Na+]>C(Cl)Cl.CO>[Cl:1][C:2]1[CH:9]=[C:8]([O:10][CH:11]2[CH2:16][CH2:15][CH2:14][CH2:13][O:12]2)[CH:7]=[CH:6][C:3]=1[CH2:4][NH:31][C:28]1[CH:29]=[CH:30][C:25]([O:24][CH2:23][CH2:22][N:17]2[CH2:21][CH2:20][CH2:19][CH2:18]2)=[CH:26][CH:27]=1 |f:2.3,4.5|. Reported procedure: To a solution of 2-chloro-4-(tetrahydro-pyran-2-yloxy)-benzaldehyde (1.68 g, 6.97 mmol) and 4-(2-pyrrolidin-1-yl-ethoxy)-phenylamine (1.37 g, 6.64 mmol) in 25 mL methylene chloride was added magnesium sulfate (2.81 g, 23.3 mmol). The reaction mixture was stirred under nitrogen at room temperature overnight, then was filtered, and concentrated. The residue was dissolved in 25 mL of 2:1 (v/v) ethanol:methanol and was treated with sodium borohydride (1.51 g, 39.84 mmol) in portions added over 1 hr....